This data is from the Open Reaction Database (ORD), a public repository of structured organic reaction records. The task is: describe an organic reaction: reactants, conditions, products, and yield Reactants: CC(C)(C)NC(=O)C1C(OC(=O)c2ccccc2)CCN1C(=O)OC(C)(C)C, CO, Cl, [Na+], [OH-]. Product: CC(C)(C)NC(=O)C1C(O)CCN1C(=O)OC(C)(C)C. As a reaction SMILES: [C:3]([CH3:4])([CH3:5])([CH3:6])[O:7][C:8](=[O:9])[N:10]1[CH:11]([C:12](=[O:13])[NH:14][C:15]([CH3:16])([CH3:17])[CH3:18])[CH:19]([O:22][C:23](=[O:24])[c:25]2[cH:26][cH:27][cH:28][cH:29][cH:30]2)[CH2:20][CH2:21]1.[CH3:32][OH:33].[ClH:31].[Na+:2].[OH-:1]>>[C:3]([CH3:4])([CH3:5])([CH3:6])[O:7][C:8](=[O:9])[N:10]1[CH:11]([C:12](=[O:13])[NH:14][C:15]([CH3:16])([CH3:17])[CH3:18])[CH:19]([OH:22])[CH2:20][CH2:21]1. Starting materials: NC=1C2=C(N=CN1)N(C=C2C2=CC(=CC=C2)OCC2=CC=CC=C2)[C@@H]2C[C@H](C2)CN2C(C1=CC=CC=C1C2=O)=O (trans-2-{3-[4-amino-5-(3-benzyloxy-phenyl)-pyrrolo[2,3-d]pyrimidin-7-yl]-cyclobutylmethyl}-isoindole-1,3-dione), O.NN (hydrazine monohydrate). Solvent: C(C)O (ethanol). Run at time 20 hour. Yields the product NC[C@@H]1C[C@H](C1)N1C=C(C2=C1N=CN=C2N)C2=CC(=CC=C2)OCC2=CC=CC=C2 (trans-7-(3-aminomethyl-cyclobutyl)-5-(3-benzyloxy-phenyl)-7H-pyrrolo[2,3-d]pyrimidin-4-ylamine). RXN SMILES: [NH2:1][C:2]1[C:3]2[C:10]([C:11]3[CH:16]=[CH:15][CH:14]=[C:13]([O:17][CH2:18][C:19]4[CH:24]=[CH:23][CH:22]=[CH:21][CH:20]=4)[CH:12]=3)=[CH:9][N:8]([C@H:25]3[CH2:28][C@H:27]([CH2:29][N:30]4C(=O)C5C(=CC=CC=5)C4=O)[CH2:26]3)[C:4]=2[N:5]=[CH:6][N:7]=1.O.NN>C(O)C>[NH2:30][CH2:29][C@H:27]1[CH2:26][C@H:25]([N:8]2[C:4]3[N:5]=[CH:6][N:7]=[C:2]([NH2:1])[C:3]=3[C:10]([C:11]3[CH:16]=[CH:15][CH:14]=[C:13]([O:17][CH2:18][C:19]4[CH:24]=[CH:23][CH:22]=[CH:21][CH:20]=4)[CH:12]=3)=[CH:9]2)[CH2:28]1 |f:1.2|. Reported procedure: To a solution of 4.15 g (7.83 mmol) of trans-2-{3-[4-amino-5-(3-benzyloxy-phenyl)-pyrrolo[2,3-d]pyrimidin-7-yl]-cyclobutylmethyl}-isoindole-1,3-dione in 100 ml of dry ethanol are added dropwise at RT and under argon 5.87 g (5.7 ml; 117.5 mmol) of hydrazine monohydrate. After 20 min all the starting material is dissolved, and the reaction is complete after 20 h stirring at RT. The colorless precipitate is filtered off, and washed with ethanol. The filtrate is evaporated to dryness and the crude c... Starting materials: CC=1C(=NC=C(C1)C)N1CCN(CC1)C(=O)C1=CC=C(C=C1)I ([4-(3,5-dimethylpyridin-2-yl)piperazin-1-yl](4-iodophenyl)methanone), C1(CCCCC1)P(C1=C(C=CC=C1)C1=CC=CC=C1)C1CCCCC1 (2-(dicyclohexylphosphino)biphenyl), P(=O)([O-])([O-])[O-].[K+].[K+].[K+] (tripotassium phosphate), CN(C(=O)N1CCNCC1)C (piperazine-1-carboxylic acid dimethylamide). The reagents and catalysts are C(C)(=O)[O-].[Pd+2].C(C)(=O)[O-] (palladium acetate). Solvent: COCCOC (1,2-dimethoxyethane), O (Water). Product: CN(C(=O)N1CCN(CC1)C1=CC=C(C=C1)C(=O)N1CCN(CC1)C1=NC=C(C=C1C)C)C (4-{4-[4-(3,5-dimethylpyridin-2-yl)piperazine-1-carbonyl]phenyl}piperazine-1-carboxylic acid dimethylamide). Isolated yield 20.1%. RXN SMILES: [CH3:1][C:2]1[C:3]([N:9]2[CH2:14][CH2:13][N:12]([C:15]([C:17]3[CH:22]=[CH:21][C:20](I)=[CH:19][CH:18]=3)=[O:16])[CH2:11][CH2:10]2)=[N:4][CH:5]=[C:6]([CH3:8])[CH:7]=1.C1(P(C2CCCCC2)C2C=CC=CC=2C2C=CC=CC=2)CCCCC1.P([O-])([O-])([O-])=O.[K+].[K+].[K+].[CH3:57][N:58]([CH3:67])[C:59]([N:61]1[CH2:66][CH2:65][NH:64][CH2:63][CH2:62]1)=[O:60]>C([O-])(=O)C.[Pd+2].C([O-])(=O)C.O.COCCOC>[CH3:57][N:58]([CH3:67])[C:59]([N:61]1[CH2:62][CH2:63][N:64]([C:20]2[CH:21]=[CH:22][C:17]([C:15]([N:12]3[CH2:13][CH2:14][N:9]([C:3]4[C:2]([CH3:1])=[CH:7][C:6]([CH3:8])=[CH:5][N:4]=4)[CH2:10][CH2:11]3)=[O:16])=[CH:18][CH:19]=2)[CH2:65][CH2:66]1)=[O:60] |f:2.3.4.5,7.8.9|. Reported procedure: To a mixture of [4-(3,5-dimethylpyridin-2-yl)piperazin-1-yl](4-iodophenyl)methanone (270 mg) described in Preparation Example 113, palladium acetate (8 mg), 2-(dicyclohexylphosphino)biphenyl (22 mg), tripotassium phosphate (190 mg) and piperazine-1-carboxylic acid dimethylamide (111 mg) was added 1,2-dimethoxyethane (5 mL), and the mixture was stirred with heating under reflux for 7 hr. Water was added to the reaction mixture, and the mixture was extracted with ethyl acetate. The organic layer w... Reactants: Cc1cc(Cl)cc(Cl)c1S(=O)(=O)Cl, Nc1cccc(COCc2ccc(F)cc2)n1. Product: Cc1cc(Cl)cc(Cl)c1S(=O)(=O)Nc1cccc(COCc2ccc(F)cc2)n1. RXN SMILES: [Cl:18][c:19]1[c:20]([S:27](=[O:28])(=[O:29])[Cl:30])[c:21]([CH3:26])[cH:22][c:23]([Cl:25])[cH:24]1.[F:1][c:2]1[cH:3][cH:4][c:5]([CH2:6][O:7][CH2:8][c:9]2[cH:10][cH:11][cH:12][c:13]([NH2:15])[n:14]2)[cH:16][cH:17]1>>[F:1][c:2]1[cH:3][cH:4][c:5]([CH2:6][O:7][CH2:8][c:9]2[cH:10][cH:11][cH:12][c:13]([NH:15][S:27]([c:20]3[c:19]([Cl:18])[cH:24][c:23]([Cl:25])[cH:22][c:21]3[CH3:26])(=[O:28])=[O:29])[n:14]2)[cH:16][cH:17]1. Starting materials: CO, COC(=O)c1ccnc(-c2ccc(F)cc2)c1, [Na+], [OH-], O. Yields the product O=C(O)c1ccnc(-c2ccc(F)cc2)c1. Reaction SMILES: [CH3:20][OH:21].[F:1][c:2]1[cH:3][cH:4][c:5](-[c:8]2[cH:9][c:10]([C:11](=[O:12])[O:13][CH3:14])[cH:15][cH:16][n:17]2)[cH:6][cH:7]1.[Na+:19].[OH-:18].[OH2:22]>>[F:1][c:2]1[cH:3][cH:4][c:5](-[c:8]2[cH:9][c:10]([C:11](=[O:12])[OH:13])[cH:15][cH:16][n:17]2)[cH:6][cH:7]1. Starting materials: O (H2O), CC1=C(OC=C1)C=C1C(NC2=CC=CC=C12)=O (3-((3-methylfuran-2-yl)methylene)indolin-2-one), C1CC(=O)N(C1=O)Br (NBS). Run in CN(C)C=O (DMF), CN(C)C=O (DMF). Conditions: temperature 0 celsius, time 1 hour. The product is BrC1=CC(=C(O1)C=C1C(NC2=CC=CC=C12)=O)C (3-((5-bromo-3-methylfuran-2-yl)methylene)indolin-2-one). The yield is 71.6%. As a reaction SMILES: [CH3:1][C:2]1[CH:6]=[CH:5][O:4][C:3]=1[CH:7]=[C:8]1[C:16]2[C:11](=[CH:12][CH:13]=[CH:14][CH:15]=2)[NH:10][C:9]1=[O:17].C1C(=O)N([Br:25])C(=O)C1.O>CN(C=O)C>[Br:25][C:5]1[O:4][C:3]([CH:7]=[C:8]2[C:16]3[C:11](=[CH:12][CH:13]=[CH:14][CH:15]=3)[NH:10][C:9]2=[O:17])=[C:2]([CH3:1])[CH:6]=1. Procedure details: To a solution of 3-((3-methylfuran-2-yl)methylene)indolin-2-one (330 mg, 1.47 mmol) in DMF (7.0 mL) was added NBS (265 mg, 1.49 mmol) in DMF (1.0 mL) at 0° C. The reaction was stirred at 0° C. for 1 h and added H2O (13 mL). The resulting precipitate was collected by filtration to yield desired 3-((5-bromo-3-methylfuran-2-yl)methylene)indolin-2-one (320 mg). LCMS (ES): m/z 304 [M+1]+. Starting materials: solution, Cl (hydrogen chloride), S1C2=C(C=C1)C(=CC=C2)CCOCCN(CCO)C (2-{[2-(2-benzo[b]thiophen-4-ylethoxy)ethyl]-(methyl)amino}-1-ethanol). The solvent is C(C)(=O)OCC (ethyl acetate), C(C)(=O)OCC (ethyl acetate), C(C)(C)OC(C)C (diisopropyl ether). Run at time 1 hour. Yields the product Cl.S1C2=C(C=C1)C(=CC=C2)CCOCCN(CCO)C (2-[[2-(2-benzo[b]thiophen-4-ylethoxy)ethyl](methyl)-amino)-1-ethanol hydrochloride). RXN SMILES: [S:1]1[CH:5]=[CH:4][C:3]2[C:6]([CH2:10][CH2:11][O:12][CH2:13][CH2:14][N:15]([CH3:19])[CH2:16][CH2:17][OH:18])=[CH:7][CH:8]=[CH:9][C:2]1=2.[ClH:20]>C(OCC)(=O)C.C(OC(C)C)(C)C>[ClH:20].[S:1]1[CH:5]=[CH:4][C:3]2[C:6]([CH2:10][CH2:11][O:12][CH2:13][CH2:14][N:15]([CH3:19])[CH2:16][CH2:17][OH:18])=[CH:7][CH:8]=[CH:9][C:2]1=2 |f:4.5|. Reported procedure: In 4.25 mL of ethyl acetate is dissolved 0.85 g of 2-{[2-(2-benzo[b]thiophen-4-ylethoxy)ethyl]-(methyl)amino}-1-ethanol, to which is added 1.1 mL of 3.6 mol/L solution of dry hydrogen chloride in ethyl acetate. The mixture is stirred at ambient temperature for one hour and then at 5° C. for one hour. The reaction mixture is diluted with 10 mL of diisopropyl ether, and the deposited crystal is collected by filtration, washed with diisopropyl ether and dried. Thus, 0.81 g of 2-[[2-(2-benzo[b]thiop...